From a dataset of the Open Reaction Database (ORD), a public repository of structured organic reaction records. describe an organic reaction: reactants, conditions, products, and yield Starting materials: Nc1ccc(Br)c2ccccc12, BrCCCCCBr, CN(C)C=O, [H-], [Na+], O. The product is Brc1ccc(N2CCCCC2)c2ccccc12. RXN SMILES: [Br:1][c:2]1[cH:3][cH:4][c:5]([NH2:12])[c:6]2[cH:7][cH:8][cH:9][cH:10][c:11]12.[Br:20][CH2:21][CH2:22][CH2:23][CH2:24][CH2:25][Br:26].[CH3:13][N:14]([CH3:15])[CH:16]=[O:17].[H-:18].[Na+:19].[OH2:27]>>[Br:1][c:2]1[cH:3][cH:4][c:5]([N:12]2[CH2:21][CH2:22][CH2:23][CH2:24][CH2:25]2)[c:6]2[cH:7][cH:8][cH:9][cH:10][c:11]12.